This data is from the Open Reaction Database (ORD), a public repository of structured organic reaction records. The task is: describe an organic reaction: reactants, conditions, products, and yield The reactants are ON1C(C=2C(C1=O)=CC=CC2)=O (N-Hydroxyphthalimide), C([O-])([O-])=O.[K+].[K+] (potassium carbonate), O (water), FC1=CC=C(CCl)C=C1 (p-fluorobenzyl chloride). The solvent is CS(=O)C (dimethyl sulphoxide). Conditions: time 8 hour. Product: FC1=CC=C(CON2C(C=3C(C2=O)=CC=CC3)=O)C=C1 (N-p-fluorobenzyloxyphthalimide). As a reaction SMILES: [OH:1][N:2]1[C:6](=[O:7])[C:5]2=[CH:8][CH:9]=[CH:10][CH:11]=[C:4]2[C:3]1=[O:12].C(=O)([O-])[O-].[K+].[K+].[F:19][C:20]1[CH:27]=[CH:26][C:23]([CH2:24]Cl)=[CH:22][CH:21]=1.O>CS(C)=O>[F:19][C:20]1[CH:27]=[CH:26][C:23]([CH2:24][O:1][N:2]2[C:3](=[O:12])[C:4]3=[CH:11][CH:10]=[CH:9][CH:8]=[C:5]3[C:6]2=[O:7])=[CH:22][CH:21]=1 |f:1.2.3|. Procedure details: N-Hydroxyphthalimide (12.0 g) in 130 ml dimethyl sulphoxide is treated with anhydrous finely divided potassium carbonate (6.6 g), when the dark red colour of the anion develops. The mixture is then treated dropwise at room temperature with p-fluorobenzyl chloride (20 g) and the mixture is stirred overnight or until the red colour is discharged. The reaction mixture is poured into water, and the resultant crystalline product is filtered off. Recrystallisation from ethanol gives N-p-fluorobenzylox...